This data is from the Open Reaction Database (ORD), a public repository of structured organic reaction records. The task is: describe an organic reaction: reactants, conditions, products, and yield Reactants: CN1C(=O)CCN(C2CCCC2)c2nc(Cl)ncc21, O=C(O)C(F)(F)F, COc1cc(C(=O)NC2CCC(N3CCN(CC4CC4)CC3)CC2)ccc1N. Yields the product COc1cc(C(=O)NC2CCC(N3CCN(CC4CC4)CC3)CC2)ccc1Nc1ncc2c(n1)N(C1CCCC1)CCC(=O)N2C. RXN SMILES: [Cl:1][c:2]1[n:3][cH:4][c:5]2[c:6]([n:19]1)[N:7]([CH:14]1[CH2:15][CH2:16][CH2:17][CH2:18]1)[CH2:8][CH2:9][C:10](=[O:13])[N:11]2[CH3:12].[F:48][C:49]([F:50])([F:51])[C:52]([OH:53])=[O:54].[NH2:20][c:21]1[c:22]([O:46][CH3:47])[cH:23][c:24]([C:25](=[O:26])[NH:27][CH:28]2[CH2:29][CH2:30][CH:31]([N:34]3[CH2:35][CH2:36][N:37]([CH2:40][CH:41]4[CH2:42][CH2:43]4)[CH2:38][CH2:39]3)[CH2:32][CH2:33]2)[cH:44][cH:45]1>>[c:2]1([NH:20][c:21]2[c:22]([O:46][CH3:47])[cH:23][c:24]([C:25](=[O:26])[NH:27][CH:28]3[CH2:29][CH2:30][CH:31]([N:34]4[CH2:35][CH2:36][N:37]([CH2:40][CH:41]5[CH2:42][CH2:43]5)[CH2:38][CH2:39]4)[CH2:32][CH2:33]3)[cH:44][cH:45]2)[n:3][cH:4][c:5]2[c:6]([n:19]1)[N:7]([CH:14]1[CH2:15][CH2:16][CH2:17][CH2:18]1)[CH2:8][CH2:9][C:10](=[O:13])[N:11]2[CH3:12]. The product is CCC1CC(NS(=O)(=O)C2CC2)CC1Nc1c([N+](=O)[O-])cnc2c1ccn2S(=O)(=O)c1ccc(C)cc1. Starting materials: CCC1CC(NS(=O)(=O)C2CC2)CC1Nc1c([N+](=O)[O-])cnc2[nH]ccc12, Cc1ccc(S(=O)(=O)Cl)cc1, CCOC(C)=O, [H-], [Na+], CN(C)C=O. RXN SMILES: [CH2:1]([CH3:2])[CH:3]1[CH2:4][CH:5]([NH:21][S:22](=[O:23])(=[O:24])[CH:25]2[CH2:26][CH2:27]2)[CH2:6][CH:7]1[NH:8][c:9]1[c:10]2[c:11]([n:12][cH:13][c:14]1[N+:15](=[O:16])[O-:17])[nH:18][cH:19][cH:20]2.[CH3:30][c:31]1[cH:32][cH:33][c:34]([S:37](=[O:38])(=[O:39])[Cl:40])[cH:35][cH:36]1.[CH3:46][CH2:47][O:48][C:49]([CH3:50])=[O:51].[H-:29].[Na+:28].[O:41]=[CH:42][N:43]([CH3:44])[CH3:45]>>[CH2:1]([CH3:2])[CH:3]1[CH2:4][CH:5]([NH:21][S:22](=[O:23])(=[O:24])[CH:25]2[CH2:26][CH2:27]2)[CH2:6][CH:7]1[NH:8][c:9]1[c:10]2[c:11]([n:12][cH:13][c:14]1[N+:15](=[O:16])[O-:17])[n:18]([S:37]([c:34]1[cH:33][cH:32][c:31]([CH3:30])[cH:36][cH:35]1)(=[O:38])=[O:39])[cH:19][cH:20]2. The reactants are CCCC[N+](CCCC)(CCCC)CCCC, C1CCOC1, CC[Si](CC)(CC)OC(c1ccc2c(c1)CC(C)N2C(CO)c1ccccc1)(C(F)(F)F)C(F)(F)F, CCOCC, [Cl-], [F-], [NH4+]. Product: CC1Cc2cc(C(O)(C(F)(F)F)C(F)(F)F)ccc2N1C(CO)c1ccccc1. As a reaction SMILES: [CH2:38]([N+:39]([CH2:40][CH2:41][CH2:42][CH3:43])([CH2:44][CH2:45][CH2:46][CH3:47])[CH2:48][CH2:49][CH2:50][CH3:51])[CH2:52][CH2:53][CH3:54].[CH2:62]1[O:63][CH2:64][CH2:65][CH2:66]1.[CH3:1][CH:2]1[N:3]([CH:28]([CH2:29][OH:30])[c:31]2[cH:32][cH:33][cH:34][cH:35][cH:36]2)[c:4]2[cH:5][cH:6][c:7]([C:11]([C:12]([F:13])([F:14])[F:15])([C:16]([F:17])([F:18])[F:19])[O:20][Si:21]([CH2:22][CH3:23])([CH2:24][CH3:25])[CH2:26][CH3:27])[cH:8][c:9]2[CH2:10]1.[CH3:55][CH2:56][O:57][CH2:58][CH3:59].[Cl-:60].[F-:37].[NH4+:61]>>[CH3:1][CH:2]1[N:3]([CH:28]([CH2:29][OH:30])[c:31]2[cH:32][cH:33][cH:34][cH:35][cH:36]2)[c:4]2[cH:5][cH:6][c:7]([C:11]([C:12]([F:13])([F:14])[F:15])([C:16]([F:17])([F:18])[F:19])[OH:20])[cH:8][c:9]2[CH2:10]1. Yields the product COC(=O)CCn1cc(-c2cccnc2)c2cc([N+](=O)[O-])ccc21. Reaction SMILES: [C:31]([CH:32]=[CH2:33])(=[O:34])[O:35][CH3:36].[CH2:2]([N+:3]([CH3:4])([CH3:5])[CH3:6])[c:7]1[cH:8][cH:9][cH:10][cH:11][cH:12]1.[CH3:37][C:38]([CH3:39])([O-:40])[CH3:41].[CH3:54][OH:55].[K+:42].[N+:13](=[O:14])([O-:15])[c:16]1[cH:17][c:18]2[c:19](-[c:25]3[cH:26][n:27][cH:28][cH:29][cH:30]3)[cH:20][nH:21][c:22]2[cH:23][cH:24]1.[O:43]1[CH2:44][CH2:45][CH2:46][CH2:47]1.[O:48]1[CH2:49][CH2:50][O:51][CH2:52][CH2:53]1.[OH-:1]>>[N+:13](=[O:14])([O-:15])[c:16]1[cH:17][c:18]2[c:19](-[c:25]3[cH:26][n:27][cH:28][cH:29][cH:30]3)[cH:20][n:21]([CH2:33][CH2:32][C:31](=[O:34])[O:35][CH3:36])[c:22]2[cH:23][cH:24]1. Starting materials: C=CC(=O)OC, C[N+](C)(C)Cc1ccccc1, CC(C)(C)[O-], CO, [K+], O=[N+]([O-])c1ccc2[nH]cc(-c3cccnc3)c2c1, C1CCOC1, C1COCCO1, [OH-]. The product is ClC1=CC=C(C=C1)C=1C(=NC=C(C(=O)N[C@H](CC(C)C)CO)C1)N1CCCC1 (5-(4-Chloro-phenyl)-N—((R)-1-hydroxymethyl-3-methyl-butyl)-6-pyrrolidin-1-yl-nicotinamide). Procedure details: The title compound was synthesized in analogy to the procedure described for the preparation of Example 43, using 5-bromo-6-chloro-nicotinic acid methyl ester, pyrrolidine (commercially available), 4-chlorophenyl-boronic acid (commercially available) and (R)-(−)-leucinol (commercially available) as starting materials. MS (ISP): 402.4 (M+H+). Reaction SMILES: CO[C:3](=[O:12])[C:4]1[CH:9]=[C:8](Br)[C:7](Cl)=[N:6][CH:5]=1.[NH:13]1[CH2:17][CH2:16][CH2:15][CH2:14]1.[Cl:18][C:19]1[CH:24]=[CH:23][C:22](B(O)O)=[CH:21][CH:20]=1.[NH2:28][C@@H:29]([CH2:34][OH:35])[CH2:30][CH:31]([CH3:33])[CH3:32]>>[Cl:18][C:19]1[CH:24]=[CH:23][C:22]([C:8]2[C:7]([N:13]3[CH2:17][CH2:16][CH2:15][CH2:14]3)=[N:6][CH:5]=[C:4]([CH:9]=2)[C:3]([NH:28][C@@H:29]([CH2:34][OH:35])[CH2:30][CH:31]([CH3:33])[CH3:32])=[O:12])=[CH:21][CH:20]=1. The reactants are COC(C1=CN=C(C(=C1)Br)Cl)=O (5-bromo-6-chloro-nicotinic acid methyl ester), N[C@H](CC(C)C)CO ((R)-(−)-leucinol), N1CCCC1 (pyrrolidine), ClC1=CC=C(C=C1)B(O)O (4-chlorophenyl-boronic acid). Starting materials: Br[C@@H]1C(OC2=C([C@H]1O)C=C(C=C2)S(=O)(=O)N(C)C)(C)C (trans-3-bromo-3,4-dihydro-4-hydroxy-N,N,2,2-tetramethyl-2H-1-benzopyran-6-sulfonamide), C([O-])([O-])=O.[K+].[K+] (potassium carbonate), CN(C=O)C (dimethylformamide). The solvent is O (water). Reaction conditions: time 24 hour. The product is O1C2C(OC3=C(C21)C=C(C=C3)S(=O)(=O)N(C)C)(C)C (3,4-dihydro-3,4-epoxy-N,N,2,2-tetramethyl-2H-1-benzopyran-6-sulfonamide). Yield: 31.5%. Reaction SMILES: Br[C@H:2]1[C@H:7]([OH:8])[C:6]2[CH:9]=[C:10]([S:13]([N:16]([CH3:18])[CH3:17])(=[O:15])=[O:14])[CH:11]=[CH:12][C:5]=2[O:4][C:3]1([CH3:20])[CH3:19].C(=O)([O-])[O-].[K+].[K+].CN(C)C=O>O>[O:8]1[CH:7]2[CH:2]1[C:3]([CH3:20])([CH3:19])[O:4][C:5]1[CH:12]=[CH:11][C:10]([S:13]([N:16]([CH3:18])[CH3:17])(=[O:15])=[O:14])=[CH:9][C:6]=12 |f:1.2.3|. Procedure: A mixture of trans-3-bromo-3,4-dihydro-4-hydroxy-N,N,2,2-tetramethyl-2H-1-benzopyran-6-sulfonamide (19.2 g), potassium carbonate (15 g) and dimethylformamide (153 ml) was stirred at room temperature for 24 hours and followed by at 35° C. for 48 hours. The reaction mixture was poured into water and extracted with ethyl acetate. The combined organic layers were washed with water and brine, dried over anhydrous magnesium sulfate, and concentrated to give 3,4-dihydro-3,4-epoxy-N,N,2,2-tetramethyl-2H...